From a dataset of the Open Reaction Database (ORD), a public repository of structured organic reaction records. describe an organic reaction: reactants, conditions, products, and yield The reactants are C=C[Sn](CCC)(CCC)CCC, Cc1ccccc1, O=[N+]([O-])c1cccnc1Cl, c1ccc(P(c2ccccc2)(c2ccccc2)[Pd](P(c2ccccc2)(c2ccccc2)c2ccccc2)(P(c2ccccc2)(c2ccccc2)c2ccccc2)P(c2ccccc2)(c2ccccc2)c2ccccc2)cc1. Product: C=Cc1ncccc1[N+](=O)[O-]. As a reaction SMILES: [CH2:11]([CH2:12][CH3:22])[Sn:13]([CH2:14][CH2:15][CH3:16])([CH2:17][CH2:18][CH3:19])[CH:20]=[CH2:21].[CH3:100][c:101]1[cH:102][cH:103][cH:104][cH:105][cH:106]1.[Cl:1][c:2]1[n:3][cH:4][cH:5][cH:6][c:7]1[N+:8](=[O:9])[O-:10].[cH:23]1[cH:24][cH:25][c:26]([P:27]([Pd:28]([P:29]([c:30]2[cH:31][cH:32][cH:33][cH:34][cH:35]2)([c:36]2[cH:37][cH:38][cH:39][cH:40][cH:41]2)[c:42]2[cH:43][cH:44][cH:45][cH:46][cH:47]2)([P:48]([c:49]2[cH:50][cH:51][cH:52][cH:53][cH:54]2)([c:55]2[cH:56][cH:57][cH:58][cH:59][cH:60]2)[c:61]2[cH:62][cH:63][cH:64][cH:65][cH:66]2)[P:67]([c:68]2[cH:69][cH:70][cH:71][cH:72][cH:73]2)([c:74]2[cH:75][cH:76][cH:77][cH:78][cH:79]2)[c:80]2[cH:81][cH:82][cH:83][cH:84][cH:85]2)([c:86]2[cH:87][cH:88][cH:89][cH:90][cH:91]2)[c:92]2[cH:93][cH:94][cH:95][cH:96][cH:97]2)[cH:98][cH:99]1>>[c:2]1([CH:11]=[CH2:12])[n:3][cH:4][cH:5][cH:6][c:7]1[N+:8](=[O:9])[O-:10]. Reactants: Nc1cc(Br)ccc1C1CC1, O=N[O-], [Na+], O, O=S(=O)(O)O. Yields the product Oc1cc(Br)ccc1C1CC1. Reaction SMILES: [Br:6][c:7]1[cH:8][cH:9][c:10]([CH:14]2[CH2:15][CH2:16]2)[c:11]([NH2:12])[cH:13]1.[N:17](=[O:18])[O-:19].[Na+:20].[OH2:21].[S:1](=[O:2])(=[O:3])([OH:4])[OH:5]>>[Br:6][c:7]1[cH:8][cH:9][c:10]([CH:14]2[CH2:15][CH2:16]2)[c:11]([OH:18])[cH:13]1. Starting materials: CC(C)C[Al+]CC(C)C, COC(=O)CCc1cnoc1-c1cc(Cl)c(Cl)s1, Cl, [H-], C1CCOC1. The product is OCCCc1cnoc1-c1cc(Cl)c(Cl)s1. As a reaction SMILES: [CH2:20]([Al+:21][CH2:22][CH:23]([CH3:24])[CH3:25])[CH:26]([CH3:27])[CH3:28].[Cl:1][c:2]1[cH:3][c:4](-[c:8]2[c:9]([CH2:13][CH2:14][C:15](=[O:16])[O:17][CH3:18])[cH:10][n:11][o:12]2)[s:5][c:6]1[Cl:7].[ClH:29].[H-:19].[O:30]1[CH2:31][CH2:32][CH2:33][CH2:34]1>>[Cl:1][c:2]1[cH:3][c:4](-[c:8]2[c:9]([CH2:13][CH2:14][CH2:15][OH:16])[cH:10][n:11][o:12]2)[s:5][c:6]1[Cl:7].